Task: describe an organic reaction: reactants, conditions, products, and yield. Dataset: the Open Reaction Database (ORD), a public repository of structured organic reaction records Starting materials: BrC=1C=C2C=3N(C(C(NC3C1)=O)=O)C(CC2)CC(=O)O (9-bromo-5-carboxymethyl-6,7-dihydro-1H, 5H-pyrido[1,2,3-de]quinoxaline-2,3-dione), C1(CC1)N (cyclopropylamine). RXN SMILES: [Br:1][C:2]1[CH:3]=[C:4]2[CH2:16][CH2:15][CH:14]([CH2:17][C:18]([OH:20])=O)[N:6]3[C:7](=[O:13])[C:8](=[O:12])[NH:9][C:10]([CH:11]=1)=[C:5]23.[CH:21]1([NH2:24])[CH2:23][CH2:22]1>>[Br:1][C:2]1[CH:3]=[C:4]2[CH2:16][CH2:15][CH:14]([CH2:17][C:18](=[O:20])[NH:24][CH:21]3[CH2:23][CH2:22]3)[N:6]3[C:7](=[O:13])[C:8](=[O:12])[NH:9][C:10]([CH:11]=1)=[C:5]23. Yields the product BrC=1C=C2C=3N(C(C(NC3C1)=O)=O)C(CC2)CC(NC2CC2)=O (9-Bromo-5-cyclopropylcarbamoylmethyl-6,7-dihydro-1H, 5H-pyrido[1,2,3-de]quinoxaline-2,3-dione). Procedure details: A procedure similar to that described in Example 5 was carried out with 9-bromo-5-carboxymethyl-6,7-dihydro-1H, 5H-pyrido[1,2,3-de]quinoxaline-2,3-dione (150 mg, 0.44 mmol) and cyclopropylamine (50 μL, 0.5 mmol) to give 143 mg of the title compound (86%): mp 265°~268° C.; 1H NMR (270 MHz, DMSO-d6) δ12.04 bs, 1H), 8.04 (d, 1H, J=4 Hz), 7.20 (d, 1H, J=2 Hz), 7.14 (d, 1H, J=2 Hz), 5.05~5.14 (m, 1H), 2.97 (ddd, 1H, J=17.1, 13.5, 4.5 Hz), 2.77 (dm, 1H, J=17.1 Hz), 2.54~2.64 (m, 2H), 2.35 (dd, 1H, J=1... Yield: 85.9%. Reactants: COC(CC1C(NC2=CC(=CC=C2C1)OCCNC(=O)OC(C)(C)C)=O)=O ([7-(2-tert-butoxycarbonylamino-ethoxy)-2-oxo-1,2,3,4-tetrahydro-quinolin-3-yl]-acetic acid methyl ester), COC(CC=1C(N(C2=CC(=CC=C2C1)OCCCCNC(=O)OC(C)(C)C)CC1=CC=CC=C1)=O)=O ([7-(4-tert-butoxycarbonylaminobutoxy)-1-benzyl-2-oxo-1,2-dihydro-quinolin-3-yl]acetic acid methyl ester). The product is COC(CC=1C(N(C2=CC(=CC=C2C1)OCCCCN)CC1=CC=CC=C1)=O)=O ([1-Benzyl-7-(4-aminobutoxy)-2-oxo-1,2-dihydro-quinolin-3-yl]acetic acid methyl ester). Reaction SMILES: COC(=O)CC1CC2C(=CC(OCCNC(OC(C)(C)C)=O)=CC=2)NC1=O.[CH3:28][O:29][C:30](=[O:63])[CH2:31][C:32]1[C:33](=[O:62])[N:34]([CH2:55][C:56]2[CH:61]=[CH:60][CH:59]=[CH:58][CH:57]=2)[C:35]2[C:40]([CH:41]=1)=[CH:39][CH:38]=[C:37]([O:42][CH2:43][CH2:44][CH2:45][CH2:46][NH:47]C(OC(C)(C)C)=O)[CH:36]=2>>[CH3:28][O:29][C:30](=[O:63])[CH2:31][C:32]1[C:33](=[O:62])[N:34]([CH2:55][C:56]2[CH:57]=[CH:58][CH:59]=[CH:60][CH:61]=2)[C:35]2[C:40]([CH:41]=1)=[CH:39][CH:38]=[C:37]([O:42][CH2:43][CH2:44][CH2:45][CH2:46][NH2:47])[CH:36]=2. Procedure: The title compound is prepared according to the procedure of Example 78 except that [7-(2-tert-butoxycarbonylamino-ethoxy)-2-oxo-1,2,3,4-tetrahydro-quinolin-3-yl]-acetic acid methyl ester is replaced with [7-(4-tert-butoxycarbonylaminobutoxy)-1-benzyl-2-oxo-1,2-dihydro-quinolin-3-yl]acetic acid methyl ester. The reactants are C([O-])([O-])=O.[K+].[K+] (Potassium carbonate), IC (iodomethane), OC1=CC(=CC2=C(C3=CC=C(C=C3C(=C12)OC)OC)F)C(=O)OCC (Ethyl 4-hydroxy-6,10-dimethoxy-9-fluoroanthracene-2-carboxylate). The solvent is C(C)#N (acetonitrile). Reaction conditions: time 2 hour. Product: FC=1C2=CC=C(C=C2C(=C2C(=CC(=CC12)C(=O)OCC)OC)OC)OC (Ethyl 9-fluoro-4,6,10-trimethoxyanthracene-2-carboxylate). Reaction SMILES: [OH:1][C:2]1[C:15]2[C:6](=[C:7]([F:20])[C:8]3[C:13]([C:14]=2[O:16][CH3:17])=[CH:12][C:11]([O:18][CH3:19])=[CH:10][CH:9]=3)[CH:5]=[C:4]([C:21]([O:23][CH2:24][CH3:25])=[O:22])[CH:3]=1.[C:26](=O)([O-])[O-].[K+].[K+].IC>C(#N)C>[F:20][C:7]1[C:8]2[C:13]([C:14]([O:16][CH3:17])=[C:15]3[C:6]=1[CH:5]=[C:4]([C:21]([O:23][CH2:24][CH3:25])=[O:22])[CH:3]=[C:2]3[O:1][CH3:26])=[CH:12][C:11]([O:18][CH3:19])=[CH:10][CH:9]=2 |f:1.2.3|. Reported procedure: Ethyl 4-hydroxy-6,10-dimethoxy-9-fluoroanthracene-2-carboxylate (4 g) was dissolved in acetonitrile. Potassium carbonate (2.5 g) and iodomethane (3 g) were added. The mixture was heated under reflux with vigorous stirring under nitrogen for 2 hours. The solution was filtered to remove solids and washed with water. The organic phase was washed, dried (MgSO4), filtered and concentrated to give the above compound as a yellow solid. Reactants: Cl, Cl, CC1=C(C(=O)O)C(c2ccc(F)c(F)c2)NC(=O)N1, N#Cc1ccccc1C1CCN(CCCN)CC1. Product: CC1=C(C(=O)NCCCN2CCC(c3ccccc3C#N)CC2)C(c2ccc(F)c(F)c2)NC(=O)N1. Reaction SMILES: [ClH:1].[ClH:2].[F:21][c:22]1[cH:23][c:24]([CH:29]2[NH:30][C:31](=[O:39])[NH:32][C:33]([CH3:38])=[C:34]2[C:35](=[O:36])[OH:37])[cH:25][cH:26][c:27]1[F:28].[NH2:3][CH2:4][CH2:5][CH2:6][N:7]1[CH2:8][CH2:9][CH:10]([c:13]2[c:14]([C:15]#[N:16])[cH:17][cH:18][cH:19][cH:20]2)[CH2:11][CH2:12]1>>[NH:3]([CH2:4][CH2:5][CH2:6][N:7]1[CH2:8][CH2:9][CH:10]([c:13]2[c:14]([C:15]#[N:16])[cH:17][cH:18][cH:19][cH:20]2)[CH2:11][CH2:12]1)[C:35]([C:34]1=[C:33]([CH3:38])[NH:32][C:31](=[O:39])[NH:30][CH:29]1[c:24]1[cH:23][c:22]([F:21])[c:27]([F:28])[cH:26][cH:25]1)=[O:36].